This data is from the Open Reaction Database (ORD), a public repository of structured organic reaction records. The task is: describe an organic reaction: reactants, conditions, products, and yield Starting materials: FC1=CC=C(CN2C(C=3C(=C[N+](=C(C3CC2)N(S(=O)(=O)C)C)[O-])OC)=O)C=C1 (N-[6-(4-fluorobenzyl)-4-methoxy-2-oxido-5-oxo-5,6,7,8-tetrahydro-2,6-naphthyridin-1-yl]-N-methylmethanesulfonamide), C(C)(=O)OC(C)=O (acetic anhydride). Yields the product C(C)(=O)OC=1N=C(C=2CCN(C(C2C1OC)=O)CC1=CC=C(C=C1)F)N(S(=O)(=O)C)C (6-(4-fluorobenzyl)-4-methoxy-1-[methyl(methylsulfonyl)amino]-5-oxo-5,6,7,8-tetrahydro-2,6-naphthyridin-3-yl acetate). RXN SMILES: [F:1][C:2]1[CH:28]=[CH:27][C:5]([CH2:6][N:7]2[CH2:16][CH2:15][C:14]3[C:13]([N:17]([CH3:22])[S:18]([CH3:21])(=[O:20])=[O:19])=[N+:12]([O-])[CH:11]=[C:10]([O:24][CH3:25])[C:9]=3[C:8]2=[O:26])=[CH:4][CH:3]=1.[C:29]([O:32]C(=O)C)(=[O:31])[CH3:30]>>[C:29]([O:32][C:11]1[N:12]=[C:13]([N:17]([CH3:22])[S:18]([CH3:21])(=[O:20])=[O:19])[C:14]2[CH2:15][CH2:16][N:7]([CH2:6][C:5]3[CH:27]=[CH:28][C:2]([F:1])=[CH:3][CH:4]=3)[C:8](=[O:26])[C:9]=2[C:10]=1[O:24][CH3:25])(=[O:31])[CH3:30]. Procedure: A solution of N-[6-(4-fluorobenzyl)-4-methoxy-2-oxido-5-oxo-5,6,7,8-tetrahydro-2,6-naphthyridin-1-yl]-N-methylmethanesulfonamide (0.36 g, 0.889 mmol) in acetic anhydride (10 mL) was heated to 110° C. for 3 hours, then evaporated to dryness to give the intermediate 6-(4-fluorobenzyl)-4-methoxy-1-[methyl(methylsulfonyl)amino]-5-oxo-5,6,7,8-tetrahydro-2,6-naphthyridin-3-yl acetate (ES MS (M+1)=452). The crude material was dissolved in methanol (6 mL) and treated with sodium methoxide (30% by weight... The reactants are CC#N, CCOC(C)=O, CNC(=O)CCl, [K+], [K+], CC(C)(C)OC(=O)Nc1ccc(-c2cccs2)cc1NC(=O)c1ccc(N)cc1, O=C([O-])[O-]. Product: CNC(=O)CN(C(=O)OC(C)(C)C)c1ccc(-c2cccs2)cc1NC(=O)c1ccc(N)cc1. RXN SMILES: [CH3:42][C:43]#[N:44].[CH3:45][CH2:46][O:47][C:48]([CH3:49])=[O:50].[Cl:36][CH2:37][C:38](=[O:39])[NH:40][CH3:41].[K+:30].[K+:31].[NH2:1][c:2]1[cH:3][cH:4][c:5]([C:6](=[O:7])[NH:8][c:9]2[c:10]([NH:20][C:21]([O:22][C:23]([CH3:24])([CH3:25])[CH3:26])=[O:27])[cH:11][cH:12][c:13](-[c:15]3[s:16][cH:17][cH:18][cH:19]3)[cH:14]2)[cH:28][cH:29]1.[O-:32][C:33]([O-:34])=[O:35]>>[NH2:1][c:2]1[cH:3][cH:4][c:5]([C:6](=[O:7])[NH:8][c:9]2[c:10]([N:20]([C:21]([O:22][C:23]([CH3:24])([CH3:25])[CH3:26])=[O:27])[CH2:37][C:38](=[O:39])[NH:40][CH3:41])[cH:11][cH:12][c:13](-[c:15]3[s:16][cH:17][cH:18][cH:19]3)[cH:14]2)[cH:28][cH:29]1. Conditions: temperature 70 celsius, time 5 hour. Yields the product COC1=NN(C2=C1C=NC(=C2)N)C(C2=CC=CC=C2)(C2=CC=CC=C2)C2=CC=CC=C2 (3-methoxy-1-trityl-1H-pyrazolo[4,3-c]pyridin-6-amine). Solvent: C1CCOC1 (THF). The reactants are ClC1=CC2=C(C=N1)C(=NN2C(C2=CC=CC=C2)(C2=CC=CC=C2)C2=CC=CC=C2)OC (6-chloro-3-methoxy-1-trityl-1H-pyrazolo[4,3-c]pyridine), [Li+].C[Si](C)(C)[N-][Si](C)(C)C (LiHMDS). Procedure details: Under inert atmosphere, to a solution of 6-chloro-3-methoxy-1-trityl-1H-pyrazolo[4,3-c]pyridine (0.4 g, 0.94 mmol, see Example 40/Step 1) in anhydrous THF (10 mL) was added SPHOS Pd precatalyst (0.07 g, 0.094 mmol) and LiHMDS (1.0 M solution in Toluene, 1.9 mL, 1.9 mmol) and the contents were heated at 70° C. After 5 h, the reaction mixture was brought back to ambient temperature and quenched with NH4Cl (5 mL). The organic contents were then extracted with EtOAc and the volatiles were then remov... Reaction SMILES: Cl[C:2]1[N:7]=[CH:6][C:5]2[C:8]([O:30][CH3:31])=[N:9][N:10]([C:11]([C:24]3[CH:29]=[CH:28][CH:27]=[CH:26][CH:25]=3)([C:18]3[CH:23]=[CH:22][CH:21]=[CH:20][CH:19]=3)[C:12]3[CH:17]=[CH:16][CH:15]=[CH:14][CH:13]=3)[C:4]=2[CH:3]=1.[Li+].C[Si]([N-:37][Si](C)(C)C)(C)C>C1COCC1.COC1C=CC=C(OC)C=1C1C=CC=CC=1P(C1CCCCC1)C1CCCCC1.[Pd]>[CH3:31][O:30][C:8]1[C:5]2[CH:6]=[N:7][C:2]([NH2:37])=[CH:3][C:4]=2[N:10]([C:11]([C:24]2[CH:25]=[CH:26][CH:27]=[CH:28][CH:29]=2)([C:18]2[CH:23]=[CH:22][CH:21]=[CH:20][CH:19]=2)[C:12]2[CH:13]=[CH:14][CH:15]=[CH:16][CH:17]=2)[N:9]=1 |f:1.2,4.5|. The reagents and catalysts are COC=1C=CC=C(C1C=2C=CC=CC2P(C3CCCCC3)C4CCCCC4)OC.[Pd] (SPHOS Pd). The reactants are C(C)OC(=O)C1=C(NC=C1C)CCNCCNCC (2-[2-(2-ethylamino-ethylamino)-ethyl]-4-methyl-1H-pyrrole-3-carboxylic acid ethyl ester), O.[OH-].[Li+] (lithium hydroxide monohydrate). Run in C(C(=O)O)(=O)O (oxalic acid). Run at temperature 135 celsius. Product: C(C)NCCN1C(C2=C(CC1)NC=C2C)=O (5-(2-ethylamino-ethyl)-3-methyl-1,5,6,7-tetrahydro-pyrrolo[3,2-c]pyridine-4-one). Isolated yield 30.2%. RXN SMILES: C([O:3][C:4]([C:6]1[C:10]([CH3:11])=[CH:9][NH:8][C:7]=1[CH2:12][CH2:13][NH:14][CH2:15][CH2:16][NH:17][CH2:18][CH3:19])=O)C.O.[OH-].[Li+]>C(O)(=O)C(O)=O>[CH2:18]([NH:17][CH2:16][CH2:15][N:14]1[CH2:13][CH2:12][C:7]2[NH:8][CH:9]=[C:10]([CH3:11])[C:6]=2[C:4]1=[O:3])[CH3:19] |f:1.2.3|. Reported procedure: A stirred mixture of 2-[2-(2-ethylamino-ethylamino)-ethyl]-4-methyl-1H-pyrrole-3-carboxylic acid ethyl ester (40 mg, 1.498 mmol), lithium hydroxide monohydrate (503 mg, 11.985 mmol) in 25 ml of oxalic acid was heated to reflux at 135° C. The mixture was concentrated under reduced pressure, added with water (10 ml) and extracted with dichloromethane (20 ml×3). The combined extracts were dried over anhydrous magnesium sulfate, filtered and concentrated under reduced pressure to give 5-(2-ethylamin... The reactants are [H-].[Na+] (sodium hydride), CN(C=O)C (N,N-dimethylformamide), BrC1=C(C=CC(=C1)C1=NN=NN1)OC (2-bromo-4-(tetrazol-5-yl)anisole). Solvent: O (water). Reaction conditions: time 2 hour. Yields the product BrC1=C(C=CC(=C1)C=1N=NN(N1)C)OC (2-bromo-4-(2-methyltetrazol-5-yl)anisole). Reaction SMILES: [H-].[Na+].[Br:3][C:4]1[CH:9]=[C:8]([C:10]2[NH:14][N:13]=[N:12][N:11]=2)[CH:7]=[CH:6][C:5]=1[O:15][CH3:16].[CH3:17]N(C)C=O>O>[Br:3][C:4]1[CH:9]=[C:8]([C:10]2[N:11]=[N:12][N:13]([CH3:17])[N:14]=2)[CH:7]=[CH:6][C:5]=1[O:15][CH3:16] |f:0.1|. Procedure: A mixture of 3-bromo-4-methoxybenzonitrile (9 g, 42 mmol), sodium azide (3.03 g, 46.7 mmol) and ammonium chloride (2.5 g, 46.7 mmol) in N,N-dimethylforlmamide (50 ml) was heated at 90° C. for 18 hours. The reaction was cooled, poured onto ice (200 ml) and acidified with 1N HCl to pH1. The resultant solid was filtered, dried and recrystallized from ethanol/water to give 2-bromo-4-(tetrazol-5-yl)anisole (9.2 g). 1H NMR 360 MHz, DMSO-d6) δ 3.95 (3H, s), 7.35 (1H, d, J=8.6 Hz), 8.05 (1H, d, =8.6 Hz)... Yields the product CNC(=O)c1c(-c2ccccc2)c2cc(Br)ccc2c(=O)n1Cc1ccc2c(c1)OCO2. As a reaction SMILES: [CH2:34]1[O:35][CH2:36][CH2:37][CH2:38]1.[CH3:32][NH2:33].[O:1]1[CH2:2][O:3][c:4]2[c:5]1[cH:6][cH:7][c:8]([CH2:10][n:11]1[c:12](=[O:31])[c:13]3[cH:14][cH:15][c:16]([Br:30])[cH:17][c:18]3[c:19](-[c:24]3[cH:25][cH:26][cH:27][cH:28][cH:29]3)[c:20]1[C:21](=[O:22])[OH:23])[cH:9]2>>[O:1]1[CH2:2][O:3][c:4]2[c:5]1[cH:6][cH:7][c:8]([CH2:10][n:11]1[c:12](=[O:31])[c:13]3[cH:14][cH:15][c:16]([Br:30])[cH:17][c:18]3[c:19](-[c:24]3[cH:25][cH:26][cH:27][cH:28][cH:29]3)[c:20]1[C:21](=[O:23])[NH:33][CH3:32])[cH:9]2. Starting materials: C1CCOC1, CN, O=C(O)c1c(-c2ccccc2)c2cc(Br)ccc2c(=O)n1Cc1ccc2c(c1)OCO2.